The task is: describe an organic reaction: reactants, conditions, products, and yield. This data is from the Open Reaction Database (ORD), a public repository of structured organic reaction records. The reactants are C(C1=CC=CC=C1)(=O)O[C@@H]1C[C@@]2(C=C[C@H]3[C@@H]4CC[C@H](C(C(OC)OC)C)[C@]4(CC[C@@H]3[C@]2([C@H](C1)OC(NC)=O)C)C)O (3β-benzoyloxy-21,21-dimethoxy-20-methyl-1α-(N-methylcarbamoyl)oxypregn-6-en-5α-ol), C(OC)(OC)=O (dimethyl carbonate), ClC(C(=O)O)Cl (dichloroacetic acid). Product: C(C1=CC=CC=C1)(=O)O[C@@H]1CC2=C[C@H]([C@H]3[C@@H]4CC[C@H](C(C(OC)OC)C)[C@]4(CC[C@@H]3[C@]2([C@H](C1)OC(NC)=O)C)C)OC(=O)OC (3β-benzoyloxy-21,21-dimethoxy-20-methyl-1α-(N-methylcarbamoyl)oxy-7α-(methoxycarbonyl)oxypregn-5-ene). RXN SMILES: [C:1]([O:9][C@H:10]1[CH2:33][C@H:32]([O:34][C:35](=[O:38])[NH:36][CH3:37])[C@@:31]2([CH3:39])[C@@:12](O)([CH:13]=[CH:14][C@@H:15]3[C@@H:30]2[CH2:29][CH2:28][C@@:27]2([CH3:40])[C@H:16]3[CH2:17][CH2:18][C@@H:19]2[CH:20]([CH3:26])[CH:21]([O:24][CH3:25])[O:22][CH3:23])[CH2:11]1)(=[O:8])[C:2]1[CH:7]=[CH:6][CH:5]=[CH:4][CH:3]=1.ClC(Cl)C(O)=O.[C:48](=[O:53])([O:51]C)[O:49][CH3:50]>>[C:1]([O:9][C@H:10]1[CH2:33][C@H:32]([O:34][C:35](=[O:38])[NH:36][CH3:37])[C@@:31]2([CH3:39])[C:12](=[CH:13][C@@H:14]([O:53][C:48]([O:49][CH3:50])=[O:51])[C@@H:15]3[C@@H:30]2[CH2:29][CH2:28][C@@:27]2([CH3:40])[C@H:16]3[CH2:17][CH2:18][C@@H:19]2[CH:20]([CH3:26])[CH:21]([O:24][CH3:25])[O:22][CH3:23])[CH2:11]1)(=[O:8])[C:2]1[CH:3]=[CH:4][CH:5]=[CH:6][CH:7]=1. Procedure details: In 10 ml of dimethyl carbonate was dissolved 350 mg of 3β-benzoyloxy-21,21-dimethoxy-20-methyl-1α-(N-methylcarbamoyl)oxypregn-6-en-5α-ol, followed by addition of 50 mg of dichloroacetic acid, and the mixture was heated in an atmosphere of argon gas for 12 hours. The reaction mixture was then worked up in the same manner as Example 132 to give 90 mg of 3β-benzoyloxy-21,21-dimethoxy-20-methyl-1α-(N-methylcarbamoyl)oxy-7α-(methoxycarbonyl)oxypregn-5-ene showing the following physical properties. Reactants: OCCBr, CC(C)(C)[Si](C)(C)Cl, CCOCC, CN(C)C=O, O, c1c[nH]cn1. Yields the product CC(C)(C)[Si](C)(C)OCCBr. Reaction SMILES: [Br:1][CH2:2][CH2:3][OH:4].[C:10]([CH3:11])([CH3:12])([CH3:13])[Si:14]([CH3:15])([CH3:16])[Cl:17].[CH3:24][CH2:25][O:26][CH2:27][CH3:28].[O:19]=[CH:20][N:21]([CH3:22])[CH3:23].[OH2:18].[nH:5]1[cH:6][cH:7][n:8][cH:9]1>>[Br:1][CH2:2][CH2:3][O:4][Si:14]([C:10]([CH3:11])([CH3:12])[CH3:13])([CH3:15])[CH3:16]. Reactants: CC1=CC=C(C(=O)N=C=S)C=C1 (4-methylbenzoyl isothiocyanate), NC1=C(C(=O)NC)C=CC=C1 (2-amino-N-methylbenzamide). The solvent is CCOCC (ether), CCOCC (ether). The product is CNC(C1=C(C=CC=C1)NC(=S)NC(C1=CC=C(C=C1)C)=O)=O (N-Methyl-2-[[[(4-methylbenzoyl)amino]thioxomethyl]amino]benzamide). Yield: 98.0%. Reaction SMILES: [NH2:1][C:2]1[CH:11]=[CH:10][CH:9]=[CH:8][C:3]=1[C:4]([NH:6][CH3:7])=[O:5].[CH3:12][C:13]1[CH:23]=[CH:22][C:16]([C:17]([N:19]=[C:20]=[S:21])=[O:18])=[CH:15][CH:14]=1>CCOCC>[CH3:7][NH:6][C:4](=[O:5])[C:3]1[CH:8]=[CH:9][CH:10]=[CH:11][C:2]=1[NH:1][C:20]([NH:19][C:17](=[O:18])[C:16]1[CH:22]=[CH:23][C:13]([CH3:12])=[CH:14][CH:15]=1)=[S:21]. Procedure details: To a stirred mixture of 8.0 g of 2-amino-N-methylbenzamide and 200 ml of ether was added dropwise, a solution of 10 g of 4-methylbenzoyl isothiocyanate in 100 ml of ether over 1 hour. After stirring several hours, the solid was collected, giving 17.1 g of the desired product as white crystals, mp 198°-200° C. (dec.). Yield: 85.6%. Starting materials: C(C)OC(CCCOC1=C(C(=CC=C1)CCCCCCOC=1C=C(C=C(C1)S(=O)(=O)CCC)C1=CC=C(C=C1)F)CCC(=O)OCC)=O (4-[2-(2-ethoxycarbonyl-ethyl)-3-[6-(5-(propane-1-sulfonyl)-4′-fluoro-biphenyl-3-yloxy)-hexyl]-phenoxy]-butyric acid ethyl ester), [OH-].[Na+] (sodium hydroxide). Reported procedure: A similar procedure as described in Example 40, step 8 was used, starting from 4-[2-(2-ethoxycarbonyl-ethyl)-3-[6-(5-(propane-1-sulfonyl)-4′-fluoro-biphenyl-3-yloxy)-hexyl]-phenoxy]-butyric acid ethyl ester (195 mg, 0.29 mmol) and 1.0 N aqueous sodium hydroxide (2.9 mL) to afford 4-[2-(2-carboxy-ethyl)-3-[6-(5-(propane-1-sulfonyl)-4′-fluoro-biphenyl-3-yloxy)-hexyl]-phenoxy]-butyric acid (156 mg, 87%) as an amorphous white solid: ES(+)-HRMS m/e calcd for C34H41FO8S (M+Na)+ 651.2398, found 651.239... Product: C(=O)(O)CCC1=C(OCCCC(=O)O)C=CC=C1CCCCCCOC=1C=C(C=C(C1)S(=O)(=O)CCC)C1=CC=C(C=C1)F (4-[2-(2-carboxy-ethyl)-3-[6-(5-(propane-1-sulfonyl)-4′-fluoro-biphenyl-3-yloxy)-hexyl]-phenoxy]-butyric acid). RXN SMILES: C([O:3][C:4](=[O:48])[CH2:5][CH2:6][CH2:7][O:8][C:9]1[CH:14]=[CH:13][CH:12]=[C:11]([CH2:15][CH2:16][CH2:17][CH2:18][CH2:19][CH2:20][O:21][C:22]2[CH:23]=[C:24]([C:34]3[CH:39]=[CH:38][C:37]([F:40])=[CH:36][CH:35]=3)[CH:25]=[C:26]([S:28]([CH2:31][CH2:32][CH3:33])(=[O:30])=[O:29])[CH:27]=2)[C:10]=1[CH2:41][CH2:42][C:43]([O:45]CC)=[O:44])C.[OH-].[Na+]>>[C:43]([CH2:42][CH2:41][C:10]1[C:11]([CH2:15][CH2:16][CH2:17][CH2:18][CH2:19][CH2:20][O:21][C:22]2[CH:23]=[C:24]([C:34]3[CH:35]=[CH:36][C:37]([F:40])=[CH:38][CH:39]=3)[CH:25]=[C:26]([S:28]([CH2:31][CH2:32][CH3:33])(=[O:29])=[O:30])[CH:27]=2)=[CH:12][CH:13]=[CH:14][C:9]=1[O:8][CH2:7][CH2:6][CH2:5][C:4]([OH:48])=[O:3])([OH:45])=[O:44] |f:1.2|. Procedure: A solution of 1-(2-aminoethyl)-7-[(4-fluorophenyl)methyl]-4-hydroxy-2-oxo-N-(tetrahydro-2-furanylmethyl)-1,2-dihydro-1,5-naphthyridine-3-carboxamide (0.025 g, 0.057 mmol) and diisopropyl ethylamine (0.05 mL, 0.29 mmol) in DMF (3 mL) under nitrogen was treated with N,N-dimethyl carbonyl chloride (0.0055 mL, 0.06 mmol) (40° C. After 2½ h the reaction was cooled, concentrated in vacuo, and the resulting residue treated with 1N NaHSO4, filtered, washed with water, and dried in vacuo to provide the t... Yields the product CN(C(=O)NCCN1C(C(=C(C2=NC=C(C=C12)CC1=CC=C(C=C1)F)O)C(=O)NCC1OCCC1)=O)C (1-(2-{[(dimethylamino)carbonyl]amino}ethyl)-7-[(4-fluorophenyl)methyl]-4-hydroxy-2-oxo-N-(tetrahydro-2-furanylmethyl)-1,2-dihydro-1,5-naphthyridine-3-carboxamide). RXN SMILES: [NH2:1][CH2:2][CH2:3][N:4]1[C:13]2[C:8](=[N:9][CH:10]=[C:11]([CH2:14][C:15]3[CH:20]=[CH:19][C:18]([F:21])=[CH:17][CH:16]=3)[CH:12]=2)[C:7]([OH:22])=[C:6]([C:23]([NH:25][CH2:26][CH:27]2[CH2:31][CH2:30][CH2:29][O:28]2)=[O:24])[C:5]1=[O:32].C(N(C(C)C)CC)(C)C.[CH3:42][N:43]([CH:45]=[O:46])[CH3:44]>>[CH3:42][N:43]([CH3:44])[C:45]([NH:1][CH2:2][CH2:3][N:4]1[C:13]2[C:8](=[N:9][CH:10]=[C:11]([CH2:14][C:15]3[CH:16]=[CH:17][C:18]([F:21])=[CH:19][CH:20]=3)[CH:12]=2)[C:7]([OH:22])=[C:6]([C:23]([NH:25][CH2:26][CH:27]2[CH2:31][CH2:30][CH2:29][O:28]2)=[O:24])[C:5]1=[O:32])=[O:46]. Reactants: NCCN1C(C(=C(C2=NC=C(C=C12)CC1=CC=C(C=C1)F)O)C(=O)NCC1OCCC1)=O (1-(2-aminoethyl)-7-[(4-fluorophenyl)methyl]-4-hydroxy-2-oxo-N-(tetrahydro-2-furanylmethyl)-1,2-dihydro-1,5-naphthyridine-3-carboxamide), C(C)(C)N(CC)C(C)C (diisopropyl ethylamine), N,N-dimethyl carbonyl chloride, CN(C)C=O (DMF). Reactants: O=C([O-])O, O=C(Cl)CCl, ClCCl, Cc1onc(C(=O)c2ccccc2)c1N, [Na+], [Na+], [Na+], O=C([O-])[O-], O. Product: Cc1onc(C(=O)c2ccccc2)c1NC(=O)CCl. Reaction SMILES: [C:22](=[O:23])([OH:24])[O-:25].[Cl:27][CH2:28][C:29](=[O:30])[Cl:31].[Cl:32][CH2:33][Cl:34].[NH2:1][c:2]1[c:3]([C:8](=[O:9])[c:10]2[cH:11][cH:12][cH:13][cH:14][cH:15]2)[n:4][o:5][c:6]1[CH3:7].[Na+:16].[Na+:17].[Na+:26].[O-:18][C:19](=[O:20])[O-:21].[OH2:35]>>[NH:1]([c:2]1[c:3]([C:8](=[O:9])[c:10]2[cH:11][cH:12][cH:13][cH:14][cH:15]2)[n:4][o:5][c:6]1[CH3:7])[C:29]([CH2:28][Cl:27])=[O:30]. Starting materials: COC(NC1=NC=C(C=C1)Br)=O ((5-bromo-pyridin-2-yl)-carbamic acid methyl ester), C1(=C(C=CC=C1)P(C1=C(C=CC=C1)C)C1=C(C=CC=C1)C)C (tri-o-tolylphosphine), C=C (ethylene). Reagents/catalysts: C(C)(=O)[O-].[Pd+2].C(C)(=O)[O-] (palladium acetate). Run in C(C)#N (acetonitrile), C(C)N(CC)CC (triethylamine), C(C)(=O)OCC (ethyl acetate). Reaction conditions: temperature 85 celsius. The product is COC(NC1=NC=C(C=C1)C=C)=O (N-(5-Vinyl-pyridin-2-yl)-carbamic acid methyl ester). Isolated yield 439.1%. As a reaction SMILES: [CH3:1][O:2][C:3](=[O:12])[NH:4][C:5]1[CH:10]=[CH:9][C:8](Br)=[CH:7][N:6]=1.[C:13]1(C)C=CC=C[C:14]=1P(C1C=CC=CC=1C)C1C=CC=CC=1C.C=C>C(#N)C.C(N(CC)CC)C.C(OCC)(=O)C.C([O-])(=O)C.[Pd+2].C([O-])(=O)C>[CH3:1][O:2][C:3](=[O:12])[NH:4][C:5]1[CH:10]=[CH:9][C:8]([CH:13]=[CH2:14])=[CH:7][N:6]=1 |f:6.7.8|. Reported procedure: A solution of (5-bromo-pyridin-2-yl)-carbamic acid methyl ester (1.68 g, 7.2 mmol) in acetonitrile (15 ml) and triethylamine (1.84 ml) was treated with palladium acetate (65 mg, 0.29 mmol) and tri-o-tolylphosphine (295 mg, 0.97 mmol). The mixture was placed in a pressure reactor under 130 psig of ethylene pressure and heated at 85° C. for 18 hours. The reaction mixture was cooled, vented and diluted with ethyl acetate and filtered. The ethyl acetate solution was washed sequentially with 1M aqueo...